This data is from the Open Reaction Database (ORD), a public repository of structured organic reaction records. The task is: describe an organic reaction: reactants, conditions, products, and yield Reactants: CCOC(=O)c1cnc2n(c1=O)C(C)CCC2, CC(=O)[O-], Nc1ccc(Cl)cc1, Cl, O=N[O-], [Na+], [Na+], O. Yields the product CCOC(=O)c1cnc2n(c1=O)C(C)CCC2=NNc1ccc(Cl)cc1. As a reaction SMILES: [CH2:19]([CH3:20])[O:21][C:22](=[O:23])[c:24]1[cH:25][n:26][c:27]2[n:28]([c:29]1=[O:30])[CH:31]([CH3:35])[CH2:32][CH2:33][CH2:34]2.[CH3:15][C:16](=[O:17])[O-:18].[Cl:1][c:2]1[cH:3][cH:4][c:5]([NH2:6])[cH:7][cH:8]1.[ClH:9].[N:10]([O-:11])=[O:12].[Na+:13].[Na+:14].[OH2:36]>>[Cl:1][c:2]1[cH:3][cH:4][c:5]([NH:6][N:10]=[C:34]2[c:27]3[n:26][cH:25][c:24]([C:22]([O:21][CH2:19][CH3:20])=[O:23])[c:29](=[O:30])[n:28]3[CH:31]([CH3:35])[CH2:32][CH2:33]2)[cH:7][cH:8]1. The reactants are C(C)(C)N1CC2C3=CC=C(C=C3C(C1)C2)N (10-Isopropy-10-aza-tricyclo[6.3.1.0*2,7*]dodeca-2,4,6-trien-4-ylamine), ClC1=NC=C(C(=N1)NC1=C(C=CC=C1)S(=O)(=O)NC)Cl (2-(2,5-dichloro-pyrimidin-4-ylamino)-N-methyl-benzenesulfonamide), Cl (HCl), O1CCOCC1 (dioxane), [Na] (sodium). The solvent is O (water). Reaction conditions: temperature 120 celsius. The product is ClC=1C(=NC(=NC1)NC=1C=C2C3CN(CC(C2=CC1)C3)C(C)C)NC3=C(C=CC=C3)S(=O)(=O)NC (2-[5-Chloro-2-(10-isopropyl-10-aza-tricyclo[6.3.1.0*2,7*]dodeca-2,4,6-trien-4-ylamino)-pyrimidin-4-ylamino]-N-methyl-benzenesulfonamide). The yield is 20.7%. As a reaction SMILES: [CH:1]([N:4]1[CH2:14][CH:13]2[CH2:15][CH:6]([C:7]3[C:12]2=[CH:11][C:10]([NH2:16])=[CH:9][CH:8]=3)[CH2:5]1)([CH3:3])[CH3:2].Cl[C:18]1[N:23]=[C:22]([NH:24][C:25]2[CH:30]=[CH:29][CH:28]=[CH:27][C:26]=2[S:31]([NH:34][CH3:35])(=[O:33])=[O:32])[C:21]([Cl:36])=[CH:20][N:19]=1.Cl.O1CCOCC1.[Na]>O>[Cl:36][C:21]1[C:22]([NH:24][C:25]2[CH:30]=[CH:29][CH:28]=[CH:27][C:26]=2[S:31]([NH:34][CH3:35])(=[O:33])=[O:32])=[N:23][C:18]([NH:16][C:10]2[CH:11]=[C:12]3[C:7](=[CH:8][CH:9]=2)[CH:6]2[CH2:15][CH:13]3[CH2:14][N:4]([CH:1]([CH3:3])[CH3:2])[CH2:5]2)=[N:19][CH:20]=1 |^1:43|. Procedure details: 10-Isopropy-10-aza-tricyclo[6.3.1.0*2,7*]dodeca-2,4,6-trien-4-ylamine (30 mg, 0.14 mmol), 2-(2,5-dichloro-pyrimidin-4-ylamino)-N-methyl-benzenesulfonamide (45 mg, 0.14 mmol) and 4N HCl in dioxane (28 μl, 0.15 mmol) were combined in a microwave tube. The reaction was heated to at 120° C. for 40 minutes in the microwave. The reaction was poured into water (50 ml) and saturated sodium bicarb (90 ml) and extracted 3 times with 25 ml portions of methylene chloride. The combined organic was dried over... Reactants: ClC1=NC=C(C=C1Cl)CO[Si](C)(C)C(C)(C)C (2,3-dichloro-5-({[(1,1-dimethylethyl)(dimethyl)silyl]oxy}methyl)pyridine), O1CCOCC1 (1,4-dioxane), C(=O)([O-])[O-].[K+].[K+] (K2CO3). Reagents/catalysts: C=1C=CC(=CC1)[P](C=2C=CC=CC2)(C=3C=CC=CC3)[Pd]([P](C=4C=CC=CC4)(C=5C=CC=CC5)C=6C=CC=CC6)([P](C=7C=CC=CC7)(C=8C=CC=CC8)C=9C=CC=CC9)[P](C=1C=CC=CC1)(C=1C=CC=CC1)C=1C=CC=CC1 (tetrakis(triphenylphosphine)palladium). The solvent is O (water). The product is ClC=1C(=NC=C(C1)CO[Si](C)(C)C(C)(C)C)C=C (3-chloro-5-({[(1,1-dimethylethyl)(dimethyl)silyl]oxy}methyl)-2-ethenylpyridine). The yield is 49.0%. As a reaction SMILES: Cl[C:2]1[C:7]([Cl:8])=[CH:6][C:5]([CH2:9][O:10][Si:11]([C:14]([CH3:17])([CH3:16])[CH3:15])([CH3:13])[CH3:12])=[CH:4][N:3]=1.C([O-])([O-])=O.[K+].[K+].O1CCO[CH2:26][CH2:25]1>O.C1C=CC([P]([Pd]([P](C2C=CC=CC=2)(C2C=CC=CC=2)C2C=CC=CC=2)([P](C2C=CC=CC=2)(C2C=CC=CC=2)C2C=CC=CC=2)[P](C2C=CC=CC=2)(C2C=CC=CC=2)C2C=CC=CC=2)(C2C=CC=CC=2)C2C=CC=CC=2)=CC=1>[Cl:8][C:7]1[C:2]([CH:25]=[CH2:26])=[N:3][CH:4]=[C:5]([CH2:9][O:10][Si:11]([C:14]([CH3:17])([CH3:16])[CH3:15])([CH3:13])[CH3:12])[CH:6]=1 |f:1.2.3,^1:34,36,55,74|. Procedure: In a sealed tube charged with a solution of 2,3-dichloro-5-({[(1,1-dimethylethyl)(dimethyl)silyl]oxy}methyl)pyridine (1500 mg, 5.13 mmol) in 1,4-dioxane (20 ml) was added K2CO3 (2128 mg, 15.40 mmol). The mixture was degassed with N2, then vinylboronic anhydride pyridine complex (1235 mg, 5.13 mmol) and tetrakis(triphenylphosphine)palladium (0) (178 mg, 0.154 mmol) were added. The reaction mixture was stirred at reflux temperature overnight. The crude was diluted with water and extracted twice wi... Reactants: C([O-])(O)=O.[Na+] (sodium bicarbonate), OCC#CC1=CC=C(C=C1)B(O)O ([4-(3-hydroxy-1-propynyl)phenyl]boronic Acid), BrC1=NC=CC=N1 (2-bromopyrimidine). Reagents/catalysts: C=1C=CC(=CC1)[P](C=2C=CC=CC2)(C=3C=CC=CC3)[Pd]([P](C=4C=CC=CC4)(C=5C=CC=CC5)C=6C=CC=CC6)([P](C=7C=CC=CC7)(C=8C=CC=CC8)C=9C=CC=CC9)[P](C=1C=CC=CC1)(C=1C=CC=CC1)C=1C=CC=CC1 (Pd(Ph3P)4). The solvent is O (water), COCCOC (ethylene glycol dimethyl ether), C(Cl)Cl (methylene chloride). Conditions: time 10 minute. Yields the product N1=C(N=CC=C1)C1=CC=C(C=C1)C#CCO (3-[4-(2-pyrimidinyl)phenyl]-2-propyn-1-ol). Yield: 78.6%. As a reaction SMILES: Br[C:2]1[N:7]=[CH:6][CH:5]=[CH:4][N:3]=1.C(=O)(O)[O-].[Na+].[OH:13][CH2:14][C:15]#[C:16][C:17]1[CH:22]=[CH:21][C:20](B(O)O)=[CH:19][CH:18]=1>COCCOC.O.C(Cl)Cl.C1C=CC([P]([Pd]([P](C2C=CC=CC=2)(C2C=CC=CC=2)C2C=CC=CC=2)([P](C2C=CC=CC=2)(C2C=CC=CC=2)C2C=CC=CC=2)[P](C2C=CC=CC=2)(C2C=CC=CC=2)C2C=CC=CC=2)(C2C=CC=CC=2)C2C=CC=CC=2)=CC=1>[N:3]1[CH:4]=[CH:5][CH:6]=[N:7][C:2]=1[C:20]1[CH:21]=[CH:22][C:17]([C:16]#[C:15][CH2:14][OH:13])=[CH:18][CH:19]=1 |f:1.2,^1:39,41,60,79|. Reported procedure: A mixture of 2-bromopyrimidine (1.00 g, 6.29 mmol) and Pd(Ph3P)4 (220 mg, 0.19 mmol) in ethylene glycol dimethyl ether (25 mL) was stirred for 10 min, a slurry of sodium bicarbonate (1.58 g, 18.81 mmol) and [4-(3-hydroxy-1-propynyl)phenyl]boronic acid (1.32 g, 7.50 mmol, prepared as described in Reference Example 235) in water (25 mL) was added, and the mixture was heated to reflux for 4 h. The cooled reaction mixture was diluted with methylene chloride (100 mL) and washed with water (100 mL). T... Reactants: CN1N=CC(=C1)C1=CN=C2C(=N1)C(=CN2COCC[Si](C)(C)C)C(=O)O (2-(1-methyl-1H-pyrazol-4-yl)-5-((2-(trimethylsilyl)ethoxy)methyl)-5H-pyrrolo[3,2-b]pyrazine-7-carboxylic acid), Cl.C(#N)C1CNC1 (3-cyanoazetidine hydrochloride), C(=O)(OC(C)(C)C)N[C@H](C(C)(C)C)C(=O)O (Boc-D-tert-leucine), FC(C(=O)O)(F)F (Trifluoroacetic acid), N1CCCC1 (pyrrolidine), CC(C)(C)OC(=O)N[C@H](C1CCCCC1)C(=O)O (Boc-D-cyclohexyl glycine), C1(CC1)C=1N=C2C(=NC1)N(C=C2C(=O)O)COCC[Si](C)(C)C (2-cyclopropyl-5-(2-trimethylsilanyl-ethoxymethyl)-5H-pyrrolo[2,3-b]pyrazine-7-carboxylic acid). The product is C(#N)C1CN(C1)C([C@@H](C1CCCCC1)NC(=O)C1=CNC2=NC=C(N=C21)C=2C=NN(C2)C)=O (2-(1-Methyl-1H-pyrazol-4-yl)-5H-pyrrolo[2,3-b]pyrazine-7-carboxylic acid [(R)-2-(3-cyano-azetidin-1-yl)-1-cyclohexyl-2-oxo-ethyl]-amide). As a reaction SMILES: Cl.[C:2]([CH:4]1[CH2:7][NH:6][CH2:5]1)#[N:3].N1CCCC1.CC(O[C:18]([NH:20][C@@H:21]([C:28]([OH:30])=O)[CH:22]1[CH2:27][CH2:26][CH2:25][CH2:24][CH2:23]1)=[O:19])(C)C.C(N[C@@H](C(O)=O)C(C)(C)C)(OC(C)(C)C)=O.[CH3:47][N:48]1[CH:52]=[C:51]([C:53]2[N:58]=[C:57]3[C:59](C(O)=O)=[CH:60][N:61](COCC[Si](C)(C)C)[C:56]3=[N:55][CH:54]=2)[CH:50]=[N:49]1.C1(C2N=C3C(C(O)=O)=CN(COCC[Si](C)(C)C)C3=NC=2)CC1.FC(F)(F)C(O)=O>>[C:2]([CH:4]1[CH2:7][N:6]([C:28](=[O:30])[C@H:21]([NH:20][C:18]([C:59]2[C:57]3[C:56](=[N:55][CH:54]=[C:53]([C:51]4[CH:50]=[N:49][N:48]([CH3:47])[CH:52]=4)[N:58]=3)[NH:61][CH:60]=2)=[O:19])[CH:22]2[CH2:23][CH2:24][CH2:25][CH2:26][CH2:27]2)[CH2:5]1)#[N:3] |f:0.1|. Procedure: Prepared according to the procedure outlined in Example 1 substituting 3-cyanoazetidine hydrochloride for pyrrolidine, Boc-D-cyclohexyl glycine for Boc-D-tert-leucine, and 2-(1-methyl-1H-pyrazol-4-yl)-5-((2-(trimethylsilyl)ethoxy)methyl)-5H-pyrrolo[3,2-b]pyrazine-7-carboxylic acid for 2-cyclopropyl-5-(2-trimethylsilanyl-ethoxymethyl)-5H-pyrrolo[2,3-b]pyrazine-7-carboxylic acid. Trifluoroacetic acid was used in place of hydrochloric acid for all N-Boc deprotection steps. MS: (M+H)+=447. Reactants: NCCCSC1=CC=NC=C1 (4-(3-aminopropylthio)pyridine), S1C(=CC=C1)CC(=O)O (2-thienylacetic acid), ON1C(CCC1=O)=O (N-hydroxysuccinimide), Cl.C(C)N=C=NCCCN(C)C (1-ethyl-3 (3-dimethylaminopropyl)carbodiimide hydrochloride). Solvent: C(Cl)Cl (methylene chloride). Yields the product S1C(=CC=C1)CC(=O)NCCCSC1=CC=NC=C1 (4-[3-(2-thienylacetylamino)propylthio]pyridine). Yield: 86.3%. As a reaction SMILES: [S:1]1[CH:5]=[CH:4][CH:3]=[C:2]1[CH2:6][C:7]([OH:9])=O.ON1C(=O)CCC1=O.Cl.C(N=C=NCCCN(C)C)C.[NH2:30][CH2:31][CH2:32][CH2:33][S:34][C:35]1[CH:40]=[CH:39][N:38]=[CH:37][CH:36]=1>C(Cl)Cl>[S:1]1[CH:5]=[CH:4][CH:3]=[C:2]1[CH2:6][C:7]([NH:30][CH2:31][CH2:32][CH2:33][S:34][C:35]1[CH:40]=[CH:39][N:38]=[CH:37][CH:36]=1)=[O:9] |f:2.3|. Reported procedure: To a solution of 913 mg (6.42 mmol) of 2-thienylacetic acid and 961 mg (8.35 mmol) of N-hydroxysuccinimide in 65 ml of methylene chloride, 1.48 g (7.70 mmol) of 1-ethyl-3 (3-dimethylaminopropyl)carbodiimide hydrochloride was added under ice-cooling with stirring. The mixture was stirred at room temperature for 1 hour. Further, 1.08 g (6.42 mmol) of 4-(3-aminopropylthio)pyridine was added, and the mixture was stirred at room temperature for 2 hours. The reaction mixture was washed with water and ... RXN SMILES: [C:36]([O:37][CH2:38][CH3:39])(=[O:40])[CH3:41].[CH3:43][CH2:44][O:45][C:46](=[O:47])[CH3:48].[CH:1]1([c:4]2[n:5][c:6]3[n:7]([cH:8][c:9]([N+:12]([O-:13])=[O:14])[cH:10][cH:11]3)[c:15]2[CH3:16])[CH2:2][CH2:3]1.[ClH:42].[F:17][C:18]([c:19]1[cH:20][cH:21][c:22](-[c:25]2[cH:26][cH:27][c:28]([C:31](=[O:32])[OH:33])[cH:29][cH:30]2)[cH:23][n:24]1)([F:34])[F:35]>>[CH:1]1([c:4]2[n:5][c:6]3[n:7]([cH:8][c:9]([NH:12][C:31]([c:28]4[cH:27][cH:26][c:25](-[c:22]5[cH:21][cH:20][c:19]([C:18]([F:17])([F:34])[F:35])[n:24][cH:23]5)[cH:30][cH:29]4)=[O:32])[cH:10][cH:11]3)[c:15]2[CH3:16])[CH2:2][CH2:3]1.[ClH:42]. Starting materials: CCOC(C)=O, CCOC(C)=O, Cc1c(C2CC2)nc2ccc([N+](=O)[O-])cn12, Cl, O=C(O)c1ccc(-c2ccc(C(F)(F)F)nc2)cc1. Product: Cc1c(C2CC2)nc2ccc(NC(=O)c3ccc(-c4ccc(C(F)(F)F)nc4)cc3)cn12, Cl.